This data is from the Open Reaction Database (ORD), a public repository of structured organic reaction records. The task is: describe an organic reaction: reactants, conditions, products, and yield Reactants: O=C1N(CCC1)CC(=O)OCC (ethyl 2-oxo-1-pyrrolidineacetate), N1(CCCCC1)CCN (2-(1-piperidinyl)ethylamine). The product is O=C1N(CCC1)CC(=O)NCCN1CCCCC1 (2-oxo-N-[2-(1-piperidinyl)ethyl]-1-pyrrolidineacetamide). RXN SMILES: [O:1]=[C:2]1[CH2:6][CH2:5][CH2:4][N:3]1[CH2:7][C:8]([O:10]CC)=O.[N:13]1([CH2:19][CH2:20][NH2:21])[CH2:18][CH2:17][CH2:16][CH2:15][CH2:14]1>>[O:1]=[C:2]1[CH2:6][CH2:5][CH2:4][N:3]1[CH2:7][C:8]([NH:21][CH2:20][CH2:19][N:13]1[CH2:18][CH2:17][CH2:16][CH2:15][CH2:14]1)=[O:10]. Reported procedure: From 12.8 g. of ethyl 2-oxo-1-pyrrolidineacetate and 19.2 g. of 2-(1-piperidinyl)ethylamine [Compt. rend. 233, 1121 (1951)], following the procedure of Example 1, there is obtained 2-oxo-N-[2-(1-piperidinyl)ethyl]-1-pyrrolidineacetamide; b.p. 185°-187° C./0.15 mm. Starting materials: aqueous solution, [OH-].[Na+] (sodium hydroxide), Cl.ClC=1C=C2C=CC(=CC2=CC1)S(=O)(=O)N1CC(N(C(C1)=O)N(C1CCN(CC1)C1=CC(=NC=C1)C)C)C(=O)OC (Methyl 4-[(6-chloro-2-naphthyl)sulfonyl]-1-[methyl[1-(2-methyl-4-pyridinyl)-4-piperidinyl]amino]-6-oxo-2-piperazinecarboxylate Hydrochloride), Cl (hydrochloric acid). Solvent: CO (methanol). Product: ClC=1C=C2C=CC(=CC2=CC1)S(=O)(=O)N1CC(N(C(C1)=O)N(C1CCN(CC1)C1=CC(=NC=C1)C)C)C(=O)O (4-[(6-Chloro-2-naphthyl)sulfonyl]-1-[methyl[1-(2-methyl-4-pyridinyl)-4-piperidinyl]amino]-6-oxo-2-piperazinecarboxylic Acid). Isolated yield 84.1%. As a reaction SMILES: Cl.[Cl:2][C:3]1[CH:4]=[C:5]2[C:10](=[CH:11][CH:12]=1)[CH:9]=[C:8]([S:13]([N:16]1[CH2:21][C:20](=[O:22])[N:19]([N:23]([CH3:37])[CH:24]3[CH2:29][CH2:28][N:27]([C:30]4[CH:35]=[CH:34][N:33]=[C:32]([CH3:36])[CH:31]=4)[CH2:26][CH2:25]3)[CH:18]([C:38]([O:40]C)=[O:39])[CH2:17]1)(=[O:15])=[O:14])[CH:7]=[CH:6]2.[OH-].[Na+].Cl>CO>[Cl:2][C:3]1[CH:4]=[C:5]2[C:10](=[CH:11][CH:12]=1)[CH:9]=[C:8]([S:13]([N:16]1[CH2:21][C:20](=[O:22])[N:19]([N:23]([CH3:37])[CH:24]3[CH2:25][CH2:26][N:27]([C:30]4[CH:35]=[CH:34][N:33]=[C:32]([CH3:36])[CH:31]=4)[CH2:28][CH2:29]3)[CH:18]([C:38]([OH:40])=[O:39])[CH2:17]1)(=[O:15])=[O:14])[CH:7]=[CH:6]2 |f:0.1,2.3|. Reported procedure: A mixture of methyl 4-[(6-chloro-2-naphthyl)sulfonyl]-1-[methyl[1-(2-methyl-4-pyridinyl)-4-piperidinyl]amino]-6-oxo-2-piperazinecarboxylate hydrochloride (0.22 g) obtained in Example 128 and a 1N aqueous solution of sodium hydroxide (1.4 ml) in methanol (4.0 ml) was stirred at 40° C. for 30 minutes. The reaction mixture was cooled, and the reaction system was adjusted at pH 5 with 1N hydrochloric acid, and then concentrated under reduced pressure. The residue was purified on a CHP-20 column (wat... Reactants: C(C=C)S (allylmercaptan), [Na] (sodium), COC1=NN=C(C=2CCCCC12)Cl (1-methoxy-4-chloro-5,6,7,8-tetrahydro-phthalazine). The solvent is CO (methanol). Yields the product COC1=NN=C(C=2CCCCC12)SCC=C (1-methoxy-4-allylthio-5,6,7,8-tetrahydrophthalazine). As a reaction SMILES: [Na].[CH2:2]([SH:5])[CH:3]=[CH2:4].[CH3:6][O:7][C:8]1[C:17]2[CH2:16][CH2:15][CH2:14][CH2:13][C:12]=2[C:11](Cl)=[N:10][N:9]=1>CO>[CH3:6][O:7][C:8]1[C:17]2[CH2:16][CH2:15][CH2:14][CH2:13][C:12]=2[C:11]([S:5][CH2:2][CH:3]=[CH2:4])=[N:10][N:9]=1 |^1:0|. Procedure: 0.23 g(0.01 mol) of metallic sodium was dissolved in 30 ml of absolute methanol and then mixed with 0.93 ml(0.01 mol) of allylmercaptan. To this mixture was added 1.99 g(0.01 mol) of 1-methoxy-4-chloro-5,6,7,8-tetrahydro-phthalazine obtained from Preparation 6. The reaction solution was refluxed for one hour and then treated according to the same manner as Example 1 to obtain the title compound as a freezing pale white crystal. Starting materials: CO, COc1cc2c(cc1Br)C(CO)CN(C(=O)C(F)(F)F)CC2, [Na+], [OH-]. The product is COc1cc2c(cc1Br)C(CO)CNCC2. RXN SMILES: [CH3:25][OH:26].[F:1][C:2]([F:3])([F:4])[C:21]([N:5]1[CH2:6][CH2:7][c:8]2[c:9]([cH:14][c:15]([Br:20])[c:16]([O:18][CH3:19])[cH:17]2)[CH:10]([CH2:12][OH:13])[CH2:11]1)=[O:22].[Na+:24].[OH-:23]>>[NH:5]1[CH2:6][CH2:7][c:8]2[c:9]([cH:14][c:15]([Br:20])[c:16]([O:18][CH3:19])[cH:17]2)[CH:10]([CH2:12][OH:13])[CH2:11]1. The reactants are OC1=C(C(N2CCOC=3C2=C1C=C(C3)OC)=O)C(=O)N3CCC1=CC=CC=C31 (2,3-dihydro-7-hydroxy-9-methoxy-6-(1-indolinylcarbonyl)-5-oxo-5H-pyrido[1,2,3-de]-1,4-benzoxazine), P(=O)(Cl)(Cl)Cl (phosphorus oxychloride), ice water. Reaction conditions: temperature 80 celsius, time 1 hour. Product: ClC1=C(C(N2CCOC=3C2=C1C=C(C3)OC)=O)C(=O)N3CCC1=CC=CC=C31 (2,3-dihydro-7-chloro-9-methoxy-6-(1-indolinylcarbonyl)-5-oxo-5H-pyrido[1,2,3-de]-1,4-benzoxazine). RXN SMILES: O[C:2]1[C:11]2[CH:12]=[C:13]([O:15][CH3:16])[CH:14]=[C:9]3[C:10]=2[N:5]([CH2:6][CH2:7][O:8]3)[C:4](=[O:17])[C:3]=1[C:18]([N:20]1[C:28]2[C:23](=[CH:24][CH:25]=[CH:26][CH:27]=2)[CH2:22][CH2:21]1)=[O:19].P(Cl)(Cl)([Cl:31])=O>>[Cl:31][C:2]1[C:11]2[CH:12]=[C:13]([O:15][CH3:16])[CH:14]=[C:9]3[C:10]=2[N:5]([CH2:6][CH2:7][O:8]3)[C:4](=[O:17])[C:3]=1[C:18]([N:20]1[C:28]2[C:23](=[CH:24][CH:25]=[CH:26][CH:27]=2)[CH2:22][CH2:21]1)=[O:19]. Procedure: A mixture of 2,3-dihydro-7-hydroxy-9-methoxy-6-(1-indolinylcarbonyl)-5-oxo-5H-pyrido[1,2,3-de]-1,4-benzoxazine (3 g) and phosphorus oxychloride (2.2 ml) was stirred at 80° C. for 1 hour. The mixture was poured into ice-water and the precipitates were collected and washed with water to give yellow crystals of 2,3-dihydro-7-chloro-9-methoxy-6-(1-indolinylcarbonyl)-5-oxo-5H-pyrido[1,2,3-de]-1,4-benzoxazine (2.8 g).